The task is: describe an organic reaction: reactants, conditions, products, and yield. This data is from the Open Reaction Database (ORD), a public repository of structured organic reaction records. Starting materials: OC(C(C)C)(C=1N=CN(C1)C(C1=CC=CC=C1)(C1=CC=CC=C1)C1=CC=CC=C1)C1=CC=C(C=C1)B(O)O (4-[1-hydroxy-2-methyl-1-(1-trityl-1H-imidazol-4-yl)propyl]phenylboronic acid), BrC1=CC=CC(=N1)C(=O)NC(C)C (6-bromo-N-isopropyl-2-pyridinecarboxamide). The reagents and catalysts are C=1C=CC(=CC1)[P](C=2C=CC=CC2)(C=3C=CC=CC3)[Pd]([P](C=4C=CC=CC4)(C=5C=CC=CC5)C=6C=CC=CC6)([P](C=7C=CC=CC7)(C=8C=CC=CC8)C=9C=CC=CC9)[P](C=1C=CC=CC1)(C=1C=CC=CC1)C=1C=CC=CC1 (tetrakis(triphenylphosphine)palladium(0)). Yields the product OC(C(C)C)(C=1N=CN(C1)C(C1=CC=CC=C1)(C1=CC=CC=C1)C1=CC=CC=C1)C1=CC=C(C=C1)C1=CC=CC(=N1)C(=O)NC(C)C (6-{4-[1-hydroxy-2-methyl-1-(1-trityl-1H-imidazol-4-yl)propyl]phenyl}-N-isopropyl-2-pyridinecarboxamide). Isolated yield 57.9%. As a reaction SMILES: [OH:1][C:2]([C:30]1[CH:35]=[CH:34][C:33](B(O)O)=[CH:32][CH:31]=1)([C:6]1[N:7]=[CH:8][N:9]([C:11]([C:24]2[CH:29]=[CH:28][CH:27]=[CH:26][CH:25]=2)([C:18]2[CH:23]=[CH:22][CH:21]=[CH:20][CH:19]=2)[C:12]2[CH:17]=[CH:16][CH:15]=[CH:14][CH:13]=2)[CH:10]=1)[CH:3]([CH3:5])[CH3:4].Br[C:40]1[N:45]=[C:44]([C:46]([NH:48][CH:49]([CH3:51])[CH3:50])=[O:47])[CH:43]=[CH:42][CH:41]=1>C1C=CC([P]([Pd]([P](C2C=CC=CC=2)(C2C=CC=CC=2)C2C=CC=CC=2)([P](C2C=CC=CC=2)(C2C=CC=CC=2)C2C=CC=CC=2)[P](C2C=CC=CC=2)(C2C=CC=CC=2)C2C=CC=CC=2)(C2C=CC=CC=2)C2C=CC=CC=2)=CC=1>[OH:1][C:2]([C:30]1[CH:35]=[CH:34][C:33]([C:40]2[N:45]=[C:44]([C:46]([NH:48][CH:49]([CH3:51])[CH3:50])=[O:47])[CH:43]=[CH:42][CH:41]=2)=[CH:32][CH:31]=1)([C:6]1[N:7]=[CH:8][N:9]([C:11]([C:24]2[CH:29]=[CH:28][CH:27]=[CH:26][CH:25]=2)([C:18]2[CH:23]=[CH:22][CH:21]=[CH:20][CH:19]=2)[C:12]2[CH:17]=[CH:16][CH:15]=[CH:14][CH:13]=2)[CH:10]=1)[CH:3]([CH3:5])[CH3:4] |^1:55,57,76,95|. Reported procedure: By the reaction in the same manner as in Example 33-(ii) using 4-[1-hydroxy-2-methyl-1-(1-trityl-1H-imidazol-4-yl)propyl]phenylboronic acid (3.10 g), 6-bromo-N-isopropyl-2-pyridinecarboxamide (1.13 g) and tetrakis(triphenylphosphine)palladium(0) (0.160 g), the title compound (1.67 g) was obtained as a colorless amorphous powder. Starting materials: Cc1cc(C)c2c(C#N)c(C=CC(=O)O)n(C3CCCc4ccccc43)c2n1, O=C(Cl)C(=O)Cl, C1CCOC1, CC(C)c1ccc(N)cc1, CN(C)C=O, O, c1ccncc1. The product is Cc1cc(C)c2c(C#N)c(C=CC(=O)Nc3ccc(C(C)C)cc3)n(C3CCCc4ccccc43)c2n1. Reaction SMILES: [C:1](#[N:2])[c:3]1[c:4]([CH:24]=[CH:25][C:26](=[O:27])[OH:28])[n:5]([CH:14]2[CH2:15][CH2:16][CH2:17][c:18]3[cH:19][cH:20][cH:21][cH:22][c:23]32)[c:6]2[n:7][c:8]([CH3:13])[cH:9][c:10]([CH3:12])[c:11]12.[C:29]([Cl:30])(=[O:31])[C:32]([Cl:33])=[O:34].[CH2:51]1[O:52][CH2:53][CH2:54][CH2:55]1.[CH:35]([CH3:36])([CH3:37])[c:38]1[cH:39][cH:40][c:41]([NH2:42])[cH:43][cH:44]1.[O:57]=[CH:58][N:59]([CH3:60])[CH3:61].[OH2:56].[cH:45]1[cH:46][cH:47][n:48][cH:49][cH:50]1>>[C:1](#[N:2])[c:3]1[c:4]([CH:24]=[CH:25][C:26](=[O:27])[NH:42][c:41]2[cH:40][cH:39][c:38]([CH:35]([CH3:36])[CH3:37])[cH:44][cH:43]2)[n:5]([CH:14]2[CH2:15][CH2:16][CH2:17][c:18]3[cH:19][cH:20][cH:21][cH:22][c:23]32)[c:6]2[n:7][c:8]([CH3:13])[cH:9][c:10]([CH3:12])[c:11]12. Reactants: ClC1=C(C(=C(C=N1)CO)NC)C ((6-chloro-5-methyl-4-(methylamino)pyridin-3-yl)methanol). Reagents/catalysts: [O-2].[Mn+2] (manganese oxide). Run in ClCCl (dichloromethane). Run at time 4 hour. The product is ClC1=NC=C(C=O)C(=C1C)NC (6-chloro-5-methyl-4-(methylamino)nicotinaldehyde). Yield: 81.2%. As a reaction SMILES: [Cl:1][C:2]1[N:7]=[CH:6][C:5]([CH2:8][OH:9])=[C:4]([NH:10][CH3:11])[C:3]=1[CH3:12]>ClCCl.[O-2].[Mn+2]>[Cl:1][C:2]1[C:3]([CH3:12])=[C:4]([NH:10][CH3:11])[C:5]([CH:8]=[O:9])=[CH:6][N:7]=1 |f:2.3|. Procedure details: A mixture of (6-chloro-5-methyl-4-(methylamino)pyridin-3-yl)methanol (1.4 g, 8.0 mmol) and manganese oxide (2.8 g, 32 mmol) in dichloromethane (100 mL) was stirred at RT for 4 h. LCMS monitored the reaction was completed. The solid was filtered off, and the filtrate was concentrated to get the title compound (1.2 g, crude) as a yellow oil. MS (ES+) C8H9ClN2O requires: 184, 186. found: 185, 187 [M+H]+. Reactants: C#CC(OCC)OCC, C1CCOC1, [Li]CCCC, O=Cc1ccccc1. The product is CCOC(C#CC(O)c1ccccc1)OCC. RXN SMILES: [CH2:1]([CH3:2])[O:3][CH:4]([C:5]#[CH:6])[O:7][CH2:8][CH3:9].[CH2:23]1[O:24][CH2:25][CH2:26][CH2:27]1.[CH3:10][CH2:11][CH2:12][CH2:13][Li:14].[CH:15](=[O:16])[c:17]1[cH:18][cH:19][cH:20][cH:21][cH:22]1>>[CH2:1]([CH3:2])[O:3][CH:4]([C:5]#[C:6][CH:15]([OH:16])[c:17]1[cH:18][cH:19][cH:20][cH:21][cH:22]1)[O:7][CH2:8][CH3:9]. Starting materials: C(C)OC(CS(=O)(=O)C1=CC=C(C=C1)OCC#C)=O ((4-prop-2-ynyloxy-benzenesulfonyl)-acetic acid ethyl ester), BrC1=CC=C(CN(CCCl)CCCl)C=C1 ((4-bromo-benzyl)-bis-(2-chloro-ethyl)-amine). Yields the product C(C)OC(=O)C1(CCN(CC1)CC1=CC=C(C=C1)Br)S(=O)(=O)C1=CC=C(C=C1)OCC#C (1-(4-Bromo-benzyl)-4-(4-prop-2-ynyloxy-benzenesulfonyl)-piperdine-4-carboxylic acid ethyl ester), ester. As a reaction SMILES: [CH2:1]([O:3][C:4](=[O:19])[CH2:5][S:6]([C:9]1[CH:14]=[CH:13][C:12]([O:15][CH2:16][C:17]#[CH:18])=[CH:11][CH:10]=1)(=[O:8])=[O:7])[CH3:2].[Br:20][C:21]1[CH:34]=[CH:33][C:24]([CH2:25][N:26]([CH2:30][CH2:31]Cl)[CH2:27][CH2:28]Cl)=[CH:23][CH:22]=1>>[CH2:1]([O:3][C:4]([C:5]1([S:6]([C:9]2[CH:10]=[CH:11][C:12]([O:15][CH2:16][C:17]#[CH:18])=[CH:13][CH:14]=2)(=[O:7])=[O:8])[CH2:28][CH2:27][N:26]([CH2:25][C:24]2[CH:33]=[CH:34][C:21]([Br:20])=[CH:22][CH:23]=2)[CH2:30][CH2:31]1)=[O:19])[CH3:2]. Reported procedure: 1-(4-Bromo-benzyl)-4-(4-prop-2-ynyloxy-benzenesulfonyl)-piperdine-4-carboxylic acid ethyl ester was prepared according to the general method as outlined in Example 1 (Step 6). Starting from (4-prop-2-ynyloxy-benzenesulfonyl)-acetic acid ethyl ester (21.62 g, 76.7 mmol) and (4-bromo-benzyl)-bis-(2-chloro-ethyl)-amine (31.9 g, 92 mmol), 23 g of the ester derivative was isolated. Yiel: (58%); yellow oil; MS: 521.9 (M+H)+. The reactants are solid, COC(C1=C(C=C(C=C1)OCCBr)O)=O (4-(2-bromo-ethoxy)-2-hydroxy-benzoic acid methyl ester), C1(=CC=CC=C1)C(C)=NO (1-phenyl-ethanone oxime). Product: OC1=C(C(=O)O)C=CC(=C1)OCCON=C(C)C1=CC=CC=C1 (2-Hydroxy-4-[2-({[1-phenylethylidene]amino}oxy)ethoxy]benzoic acid). As a reaction SMILES: C[O:2][C:3](=[O:15])[C:4]1[CH:9]=[CH:8][C:7]([O:10][CH2:11][CH2:12]Br)=[CH:6][C:5]=1[OH:14].[C:16]1([C:22](=[N:24][OH:25])[CH3:23])[CH:21]=[CH:20][CH:19]=[CH:18][CH:17]=1>>[OH:14][C:5]1[CH:6]=[C:7]([O:10][CH2:11][CH2:12][O:25][N:24]=[C:22]([C:16]2[CH:21]=[CH:20][CH:19]=[CH:18][CH:17]=2)[CH3:23])[CH:8]=[CH:9][C:4]=1[C:3]([OH:2])=[O:15]. Reported procedure: 2-Hydroxy-4-[2-({[1-phenylethylidene]amino}oxy)ethoxy]benzoic acid was prepared as a white solid (0.712 g, 27%) from 4-(2-bromo-ethoxy)-2-hydroxy-benzoic acid methyl ester and 1-phenyl-ethanone oxime using a procedure similar to that of step 1 of example 6. 1H NMR (400 MHz, DMSO-d6); δ 13.60 (bs, 1H), 11.50 (bs, 1H), 7.66 (m, 3H), 7.40 (m, 3H), 6.53 (dd, 1H), 6.52 (s, 1H), 4.44 (t, 2H), 4.32 (t, 2H), 2.18 (m, 2H). Starting materials: [Li+].[OH-] (LiOH), COC=1C=C2C=C(N=C(C2=CC1OC)CCC)O (6,7-dimethoxy-1-propylisoquinolin-3-ol), COC=1C=C2C=C(N=C(C2=CC1OC)CCC)O (6,7-Dimethoxy-1-propylisoquinolin-3-ol), Cl.ClCC=1C(=NC2=CC=C(C=C2C1)OC)NC (3-(chloromethyl)-6-methoxy-N-methylquinolin-2-amine hydrochloride), Cl.ClCC=1C(=NC2=CC=C(C=C2C1)OC)NC (3-(Chloromethyl)-6-methoxy-N-methylquinolin-2-amine hydrochloride). Run in C(Cl)Cl (CH2Cl2), C1(=CC=CC=C1)C (toluene). Run at temperature 150 celsius, time 1.5 hour. Product: Cl.Cl.COC=1C=C2C(=C(N=C(C2=CC1OC)CCC)O)CC=1C(=NC2=CC=C(C=C2C1)OC)NC (6,7-dimethoxy-4-((6-methoxy-2-(methylamino)quinolin-3-yl)methyl)-1-propylisoquinolin-3-ol dihydrochloride). Isolated yield 6.0%. Reaction SMILES: [CH3:1][O:2][C:3]1[CH:4]=[C:5]2[C:10](=[CH:11][C:12]=1[O:13][CH3:14])[C:9]([CH2:15][CH2:16][CH3:17])=[N:8][C:7]([OH:18])=[CH:6]2.[ClH:19].[Cl:20][CH2:21][C:22]1[C:23]([NH:34][CH3:35])=[N:24][C:25]2[C:30]([CH:31]=1)=[CH:29][C:28]([O:32][CH3:33])=[CH:27][CH:26]=2.[Li+].[OH-]>C1(C)C=CC=CC=1.C(Cl)Cl>[ClH:20].[ClH:19].[CH3:1][O:2][C:3]1[CH:4]=[C:5]2[C:10](=[CH:11][C:12]=1[O:13][CH3:14])[C:9]([CH2:15][CH2:16][CH3:17])=[N:8][C:7]([OH:18])=[C:6]2[CH2:21][C:22]1[C:23]([NH:34][CH3:35])=[N:24][C:25]2[C:30]([CH:31]=1)=[CH:29][C:28]([O:32][CH3:33])=[CH:27][CH:26]=2 |f:1.2,3.4,7.8.9|. Procedure details: To a stirred solution of 6,7-dimethoxy-1-propylisoquinolin-3-ol RBO 35142 (250 mg, 1.01 mmol) in toluene (15 mL) in a 20 mL microwave vial equipped with a magnetic stirrer was added 3-(chloromethyl)-6-methoxy-N-methylquinolin-2-amine hydrochloride SLA 28154 (276 mg, 1.01 mmol) followed by a 2 N aq. LiOH solution (1.01 mL, 2.02 mmol) and the mixture was stirred at 150° C. for 1.5 h under microwave irradiation. After cooling to RT, the mixture was diluted with a CH2Cl2:MeOH=9:1 mixture (150 mL), w... The reactants are C=CCCOCCCCCCCCCCCCCCCC, ClCCl, O=C(OO)c1cccc(Cl)c1. Yields the product CCCCCCCCCCCCCCCCOCCC1CO1. As a reaction SMILES: [CH2:1]([CH2:2][CH:3]=[CH2:4])[O:5][CH2:6][CH2:7][CH2:8][CH2:9][CH2:10][CH2:11][CH2:12][CH2:13][CH2:14][CH2:15][CH2:16][CH2:17][CH2:18][CH2:19][CH2:20][CH3:21].[CH2:33]([Cl:34])[Cl:35].[Cl:22][c:23]1[cH:24][cH:25][cH:26][c:27]([C:28]([O:29][OH:31])=[O:30])[cH:32]1>>[CH2:1]([CH2:2][CH:3]1[CH2:4][O:30]1)[O:5][CH2:6][CH2:7][CH2:8][CH2:9][CH2:10][CH2:11][CH2:12][CH2:13][CH2:14][CH2:15][CH2:16][CH2:17][CH2:18][CH2:19][CH2:20][CH3:21].